describe an organic reaction: reactants, conditions, products, and yield From a dataset of the Open Reaction Database (ORD), a public repository of structured organic reaction records. The reactants are C(C)OC(=O)N1CCC2=C(CC1)C=CS2 (4,5,7,8-Tetrahydro-thieno[2,3-d]azepine-6-carboxylic acid ethyl ester), [Si](C)(C)(C)I (TMSI). Run in C(Cl)(Cl)Cl (CHCl3). Conditions: temperature 70 celsius. Yields the product S1C=CC2=C1CCNCC2 (5,6,7,8-Tetrahydro-4H-thieno[2,3-d]azepine). Reaction SMILES: C(OC([N:6]1[CH2:12][CH2:11][C:10]2[CH:13]=[CH:14][S:15][C:9]=2[CH2:8][CH2:7]1)=O)C.[Si](I)(C)(C)C>C(Cl)(Cl)Cl>[S:15]1[C:9]2[CH2:8][CH2:7][NH:6][CH2:12][CH2:11][C:10]=2[CH:13]=[CH:14]1. Reported procedure: The product of step d) (200 mg, 0.89 mmol) was dissolved in 15 mL CHCl3 and treated with TMSI (4.5 mmol, 600 uL). After heating to 70° C. overnight, the reaction was carefully quenched with MeOH (10 mL) and 1 M NaOH (20 mL). The subtitle compound was extracted into DCM (3×20 mL). The extracts were dried over MgSO4 and concentrated to give 178 mg of the subtitle compound. 1H NMR (300 MHz, DMSO) 7.20 (d, J=5 Hz, 1H), 6.85 (d, J=5 Hz, 1H), 3.42-3.61 (m, 4H), 2.71-3.03 (m, 4H). MS: ESI (positive): 1... Starting materials: S-4-methylhexyl bromide, [Na] (sodium), CO (methanol), C[O-].[Na+] (sodium methylate), OC1=CC=C(C(=O)OC)C=C1 (methyl 4-hydroxybenzoate). The solvent is C1(=CC=CC=C1)C.CN(C=O)C (toluene dimethylformamide). Reaction conditions: temperature 25 celsius. The product is C[O-].[Na+] (Sodium methylate), CC(CCCOC1=CC=C(C(=O)O)C=C1)CC (4-(4-Methylhexyloxy)benzoic acid). Yield: 85.0%. As a reaction SMILES: [Na].CO.C[O-].[Na+:6].[OH:7][C:8]1[CH:17]=[CH:16][C:11]([C:12]([O:14]C)=[O:13])=[CH:10][CH:9]=1>C1(C)C=CC=CC=1.CN(C)C=O>[CH3:8][O-:7].[Na+:6].[CH3:12][CH:11]([CH2:16][CH3:17])[CH2:10][CH2:9][CH2:8][O:7][C:8]1[CH:17]=[CH:16][C:11]([C:12]([OH:14])=[O:13])=[CH:10][CH:9]=1 |f:2.3,5.6,7.8,^1:0|. Procedure details: Sodium methylate was prepared by reacting sodium (2.3 g, 0.1 mol) with 100 ml anhydrous methanol. To the sodium methylate was added methyl 4-hydroxybenzoate (15.2 g, 0.1 mol). Excess methanol was removed under reduced pressure and toluene was added and removed under reduced pressure to remove any residual methanol. The solid residue was dissolved in 2:1 toluene-dimethylformamide and S-4-methylhexyl bromide (17.9 g, 0.1 mol) was added as a single portion and the mixture was refluxed for 1 day. Th... Starting materials: O=C1N=C2C=CC=CC2=C1 (Oxoindole), COC(=O)C=1NC(=C(C1)C)C=O (5-formyl-4-methyl-1H-pyrrole-2-carboxylic acid methyl ester). Yields the product COC(=O)C=1NC(=C(C1)C)C=C1C(NC2=CC=CC=C12)=O (4-Methyl-5-(2-oxo-1,2-dihydroindol-3-ylidenemethyl)-1H-pyrrole-2-carboxylic Acid Methyl Ester). Yield: 81.0%. Reaction SMILES: [O:1]=[C:2]1[CH:10]=[C:9]2[C:4]([CH:5]=[CH:6][CH:7]=[CH:8]2)=[N:3]1.[CH3:11][O:12][C:13]([C:15]1[NH:16][C:17]([CH:21]=O)=[C:18]([CH3:20])[CH:19]=1)=[O:14]>>[CH3:11][O:12][C:13]([C:15]1[NH:16][C:17]([CH:21]=[C:10]2[C:9]3[C:4](=[CH:5][CH:6]=[CH:7][CH:8]=3)[NH:3][C:2]2=[O:1])=[C:18]([CH3:20])[CH:19]=1)=[O:14]. Reported procedure: Oxoindole (105 mg, 0.79 mmol) was condensed with 5-formyl-4-methyl-1H-pyrrole-2-carboxylic acid methyl ester (110 mg, 0.67 mmol) using method E to give 153.2 mg (81%) of the title compound. The reactants are BrC=1SC(=CC1C1=C(N=C(S1)NC(C)=O)C)S(=O)(=O)N1CC(CCC1)O (N-(5-{2-bromo-5-[(3-hydroxypiperidin-1-yl)sulfonyl]-3-thienyl}-4-methyl-1,3-thiazol-2-yl)acetamide), C(CCC)[Li] (n-Butyllithium), O (water). The solvent is C1CCOC1 (THF). Conditions: temperature -70 celsius, time 1 hour. The product is OC1CN(CCC1)S(=O)(=O)C1=CC(=CS1)C1=C(N=C(S1)NC(C)=O)C (N-(5-{5-[(3-hydroxypiperidin-1-yl)sulfonyl]-3-thienyl}-4-methyl-1,3-thiazol-2-yl)acetamide). Yield: 43.0%. As a reaction SMILES: Br[C:2]1[S:3][C:4]([S:17]([N:20]2[CH2:25][CH2:24][CH2:23][CH:22]([OH:26])[CH2:21]2)(=[O:19])=[O:18])=[CH:5][C:6]=1[C:7]1[S:11][C:10]([NH:12][C:13](=[O:15])[CH3:14])=[N:9][C:8]=1[CH3:16].C([Li])CCC.O>C1COCC1>[OH:26][CH:22]1[CH2:23][CH2:24][CH2:25][N:20]([S:17]([C:4]2[S:3][CH:2]=[C:6]([C:7]3[S:11][C:10]([NH:12][C:13](=[O:15])[CH3:14])=[N:9][C:8]=3[CH3:16])[CH:5]=2)(=[O:19])=[O:18])[CH2:21]1. Procedure: N-(5-{2-bromo-5-[(3-hydroxypiperidin-1-yl)sulfonyl]-3-thienyl}-4-methyl-1,3-thiazol-2-yl)acetamide obtained in Step I as described above (54 mg; 0.112 mmol; 1 eq), is dissolved in dry THF (5 ml) at −70° C. under an inert atmosphere. n-Butyllithium (0.15 ml; 1.6 M; 0.24 mmol; 2.20 eq) is added slowly and reaction stirred at −70° C. for 1 hour before being hydrolyzed with water (0.3 ml). Reaction is warmed up to room temperature before being concentrated to dryness. Residue is taken up with water ...